This data is from the Open Reaction Database (ORD), a public repository of structured organic reaction records. The task is: describe an organic reaction: reactants, conditions, products, and yield Starting materials: C(CN)N (ethylenediamine), C(=O)(O)CCCC=1C(C2=CC=CC=C2C(C1C)=O)=O (2-(3-carboxypropyl)-3-methyl-1,4-naphthoquinone), ON1C(CCC1=O)=O (N-hydroxysuccinimide), CCN=C=NCCCN(C)C (WSC). Solvent: ClCCl (dichloromethane), ClCCl (Dichloromethane), ClC(C)Cl (dichloroethane). Reaction conditions: time 4 hour. Yields the product NCCNC(=O)CCCC=1C(C2=CC=CC=C2C(C1C)=O)=O (2-{3-[N-(2-aminoethyl)aminocarbonyl]propyl}-3-methyl-1,4-naphthoquinone). Yield: 58.7%. As a reaction SMILES: [C:1]([CH2:4][CH2:5][CH2:6][C:7]1[C:8](=[O:19])[C:9]2[C:14]([C:15](=[O:18])[C:16]=1[CH3:17])=[CH:13][CH:12]=[CH:11][CH:10]=2)([OH:3])=O.ON1C(=O)CCC1=O.CCN=C=NCCCN(C)C.[CH2:39]([NH2:42])[CH2:40][NH2:41]>ClC(Cl)C.ClCCl>[NH2:41][CH2:40][CH2:39][NH:42][C:1]([CH2:4][CH2:5][CH2:6][C:7]1[C:8](=[O:19])[C:9]2[C:14]([C:15](=[O:18])[C:16]=1[CH3:17])=[CH:13][CH:12]=[CH:11][CH:10]=2)=[O:3]. Reported procedure: 2-(3-carboxypropyl)-3-methyl-1,4-naphthoquinone (1.00 g, 3.9 mmol) and N-hydroxysuccinimide (534 mg, 4.64 mmol) were dissolved in dichloroethane (80 ml). WSC (EDC) (890 mg, 4.64 mmol) was added to the mixture, and the mixture was stirred for 4 hours. 2.59 ml of ethylenediamine (2.33 g, 38.7 mmol) was dissolved in dichloromethane (10 ml), and the above reaction mixture was added thereto dropwise in 15 minutes. The mixture was stirred as it was at room temperature for 2 nights. Dichloromethane (30... The reactants are COC(C)(C)C, CC(=O)OC(C)=O, CN(C)c1ccncc1, CC1=CCC(C=CCC(C)O)C1(C)C, O. Yields the product CC(=O)OC(C)CC=CC1CC=C(C)C1(C)C. As a reaction SMILES: [C:32]([O:33][CH3:34])([CH3:35])([CH3:36])[CH3:37].[CH3:1][C:2](=[O:3])[O:4][C:5]([CH3:6])=[O:7].[CH3:23][N:24]([CH3:25])[c:26]1[cH:27][cH:28][n:29][cH:30][cH:31]1.[CH3:8][C:9]1([CH3:21])[CH:10]([CH:15]=[CH:16][CH2:17][CH:18]([OH:19])[CH3:20])[CH2:11][CH:12]=[C:13]1[CH3:14].[OH2:22]>>[CH3:1][C:2](=[O:3])[O:4][CH:5]([CH3:6])[CH2:17][CH:16]=[CH:15][CH:10]1[C:9]([CH3:8])([CH3:21])[C:13]([CH3:14])=[CH:12][CH2:11]1. Reactants: C(C)(C)OC1=CC=C(C=C1)CCC1C(NC(S1)=O)=O (5-[2-(4-isopropoxyphenyl)ethyl]-2,4-thiazolidinedione), O (water). Reagents/catalysts: [Ti](Cl)(Cl)(Cl)Cl (Titanium tetrachloride). Solvent: ClCCl (dichloromethane). Reaction conditions: time 2 hour. The product is OC1=CC=C(C=C1)CCC1C(NC(S1)=O)=O (5-[2-(4-hydroxyphenyl)ethyl]-2,4-thiazolidinedione). Isolated yield 62.8%. Reaction SMILES: C([O:4][C:5]1[CH:10]=[CH:9][C:8]([CH2:11][CH2:12][CH:13]2[S:17][C:16](=[O:18])[NH:15][C:14]2=[O:19])=[CH:7][CH:6]=1)(C)C.O>ClCCl.[Ti](Cl)(Cl)(Cl)Cl>[OH:4][C:5]1[CH:10]=[CH:9][C:8]([CH2:11][CH2:12][CH:13]2[S:17][C:16](=[O:18])[NH:15][C:14]2=[O:19])=[CH:7][CH:6]=1. Procedure: Titanium tetrachloride (3.67 g) was added dropwise to a solution of 5-[2-(4-isopropoxyphenyl)ethyl]-2,4-thiazolidinedione (1.35 g) in dichloromethane (70 ml) at 0° C. After stirring for 2 hours, the mixture was poured into ice-cooled water and extracted with ethyl acetate. The ethyl acetate layer was washed with water and dried over magnesium sulfate, and the solvent was evaporated under reduced pressure. The residue was subjected to column chromatography on silica gel. The fractions eluted with... Reactants: COC(=O)C=1N(S(C2=C(C1O)C=CC1=CC=CC=C12)(=O)=O)C (4-hydroxy-2-methyl-2H-naphtho [2,1-e]-1,2thiazine-3-carboxylic acid methyl ester-1,1-dioxide), NC1=NOC(=C1)C (3-amino-5-methyl-isoxazole). Solvent: C=1(C(=CC=CC1)C)C (xylene). Yields the product OC1=C(N(S(C2=C1C=CC1=CC=CC=C12)(=O)=O)C)C(=O)NC1=NOC(=C1)C (4-hydroxy-2-methyl-N-(5-methyl-3-isoxazolyl)-2H-naphtho[2,1-e]-1,2-thiazine-3-carboxamide-1,1-dioxide). Yield: 57.1%. As a reaction SMILES: CO[C:3]([C:5]1[N:6]([CH3:22])[S:7](=[O:21])(=[O:20])[C:8]2[C:19]3[C:14](=[CH:15][CH:16]=[CH:17][CH:18]=3)[CH:13]=[CH:12][C:9]=2[C:10]=1[OH:11])=[O:4].[NH2:23][C:24]1[CH:28]=[C:27]([CH3:29])[O:26][N:25]=1>C1(C)C(C)=CC=CC=1>[OH:11][C:10]1[C:9]2[CH:12]=[CH:13][C:14]3[C:19]([C:8]=2[S:7](=[O:21])(=[O:20])[N:6]([CH3:22])[C:5]=1[C:3]([NH:23][C:24]1[CH:28]=[C:27]([CH3:29])[O:26][N:25]=1)=[O:4])=[CH:18][CH:17]=[CH:16][CH:15]=3. Procedure details: 4.8 gm (0.015 mol) of 4-hydroxy-2-methyl-2H-naphtho [2,1-e]-1,2thiazine-3-carboxylic acid methyl ester-1,1-dioxide were reacted with 2.11 gm (0.021 mol) of 3-amino-5-methyl-isoxazole in 250 ml of dry xylene analogous to Example 1, yielding 3.3 gm (57% of theory) of 4-hydroxy-2-methyl-N-(5-methyl-3-isoxazolyl)-2H-naphtho[2,1-e]-1,2-thiazine-3-carboxamide-1,1-dioxide, m.p. 253° C, after recrystallization from xylene. Reactants: [OH-].[K+] (KOH), FC1=CC=C(C=O)C=C1 (4-fluoro-benzaldehyde), 3a, C1(CCCC1)=O (cyclopentanone), 1a, Cl (HCl). Run in O (water). Run at temperature 65 celsius, time 24 hour. The product is FC1=CC=C(\C=C/2\C(CCC2)=O)C=C1 ((2E)-2-(4-fluoro-benzylidene)-cyclopentanone), 3b. RXN SMILES: [OH-].[K+].[F:3][C:4]1[CH:11]=[CH:10][C:7]([CH:8]=O)=[CH:6][CH:5]=1.[C:12]1(=[O:17])[CH2:16][CH2:15][CH2:14][CH2:13]1.Cl>O>[F:3][C:4]1[CH:11]=[CH:10][C:7](/[CH:8]=[C:13]2/[C:12](=[O:17])[CH2:16][CH2:15][CH2:14]/2)=[CH:6][CH:5]=1 |f:0.1|. Reported procedure: A solution of KOH (1.5 g, 26.7 mMol) in water (27 mL) was added to 4-fluoro-benzaldehyde Compound 3a (7.45 g, 60.0 mMol) and cyclopentanone Compound 1a (5.0 g, 59.4 mMol). The mixture was heated to 65° C. and stirred for 24 hrs at 65° C. The reaction mixture was allowed to cool to ambient temperature, acidified to pH 3 using 1N HCl and extracted with EtOAc (100 mL). The organic layer was washed with brine, dried over Na2SO4, then filtered and concentrated. The resulting residue was purified on a... Reaction SMILES: [CH2:1]([O:2][CH2:9][CH2:10][C:11]1([CH2:16][CH:17]2[CH2:18][O:19][c:20]3[c:21]([F:38])[cH:22][cH:23][c:24]([F:37])[c:25]3[CH:26]2[S:27](=[O:28])(=[O:29])[c:30]2[cH:31][cH:32][c:33]([Cl:36])[cH:34][cH:35]2)[O:12][CH2:13][CH2:14][O:15]1)[c:3]1[cH:4][cH:5][cH:6][cH:7][cH:8]1.[CH3:45][CH2:46][O:47][C:48](=[O:49])[CH3:50].[Cl:42][CH2:43][Cl:44].[H:39][H:40].[OH-:51].[OH-:52].[OH2:41].[Pd+2:53]>>[CH2:9]1[CH2:10][C:11]2([O:12][CH2:13][CH2:14][O:15]2)[CH2:16][CH:17]2[CH2:18][O:19][c:20]3[c:21]([F:38])[cH:22][cH:23][c:24]([F:37])[c:25]3[C:26]12[S:27](=[O:28])(=[O:29])[c:30]1[cH:31][cH:32][c:33]([Cl:36])[cH:34][cH:35]1. Reactants: O=S(=O)(c1ccc(Cl)cc1)C1c2c(F)ccc(F)c2OCC1CC1(CCOCc2ccccc2)OCCO1, CCOC(C)=O, ClCCl, [H][H], [OH-], [OH-], O, [Pd+2]. Product: O=S(=O)(c1ccc(Cl)cc1)C12CCC3(CC1COc1c(F)ccc(F)c12)OCCO3. The reactants are BrC=1C=C2C(=NN(C2=CC1)C1OCCCC1)C1=CN=CC(=N1)O[C@@H]1C2(CC2)CCN(C1)C(=O)OC(C)(C)C ((4R)-tert-butyl 4-(6-(5-bromo-1-(tetrahydro-2H-pyran-2-yl)-1H-indazol-3-yl)pyrazin-2-yloxy)-6-azaspiro[2.5]octane-6-carboxylate), PdCl2(Amphos), [Cl-].C(C)(C)(C)OC(C[Zn+])=O ((2-tert-butoxy-2-oxoethyl)zinc(II) chloride), CCOCC (Et2O), N#N (N2). Solvent: O1CCOCC1 (dioxane). Reaction conditions: temperature 80 celsius, time 16 hour. Yields the product C(C)(C)(C)OC(CC=1C=C2C(=NN(C2=CC1)C1OCCCC1)C1=CN=CC(=N1)O[C@@H]1C2(CC2)CCN(C1)C(=O)OC(C)(C)C)=O ((4R)-tert-butyl 4-(6-(5-(2-tert-butoxy-2-oxo ethyl)-1-(tetrahydro-2H-pyran-2-yl)-1H-indazol-3-yl)pyrazin-2-yloxy)-6-azaspiro[2.5]octane-6-carboxylate). The yield is 61.8%. Reaction SMILES: Br[C:2]1[CH:3]=[C:4]2[C:8](=[CH:9][CH:10]=1)[N:7]([CH:11]1[CH2:16][CH2:15][CH2:14][CH2:13][O:12]1)[N:6]=[C:5]2[C:17]1[N:22]=[C:21]([O:23][C@H:24]2[CH2:31][N:30]([C:32]([O:34][C:35]([CH3:38])([CH3:37])[CH3:36])=[O:33])[CH2:29][CH2:28][C:25]32[CH2:27][CH2:26]3)[CH:20]=[N:19][CH:18]=1.[Cl-].[C:40]([O:44][C:45](=[O:48])[CH2:46][Zn+])([CH3:43])([CH3:42])[CH3:41].CCOCC.N#N>O1CCOCC1>[C:40]([O:44][C:45](=[O:48])[CH2:46][C:2]1[CH:3]=[C:4]2[C:8](=[CH:9][CH:10]=1)[N:7]([CH:11]1[CH2:16][CH2:15][CH2:14][CH2:13][O:12]1)[N:6]=[C:5]2[C:17]1[N:22]=[C:21]([O:23][C@H:24]2[CH2:31][N:30]([C:32]([O:34][C:35]([CH3:37])([CH3:36])[CH3:38])=[O:33])[CH2:29][CH2:28][C:25]32[CH2:27][CH2:26]3)[CH:20]=[N:19][CH:18]=1)([CH3:43])([CH3:42])[CH3:41] |f:1.2|. Reported procedure: A solution of (4R)-tert-butyl 4-(6-(5-bromo-1-(tetrahydro-2H-pyran-2-yl)-1H-indazol-3-yl)pyrazin-2-yloxy)-6-azaspiro[2.5]octane-6-carboxylate (209 mg, 0.358 mmol), PdCl2(Amphos) (12.66 mg, 0.018 mmol), and (2-tert-butoxy-2-oxoethyl)zinc(II) chloride in Et2O (1073 μL, 0.536 mmol) in dioxane (3576 μL) was heated to 80° C. under a purged stream of N2; the reaction was stirred for 16 h at 80° C. The crude was adsorbed onto silica and was purified via automated flash chromatography (silica gel) with ...